Dataset: the Open Reaction Database (ORD), a public repository of structured organic reaction records. Task: describe an organic reaction: reactants, conditions, products, and yield Reactants: C=1(O)C(O)=CC=CC1 (catechol), [N+](=O)([O-])C1=CC=C(C#N)C=C1 (4-nitrobenzonitrile), C([O-])([O-])=O.[K+].[K+] (potassium carbonate). The solvent is CS(=O)C (dimethyl sulfoxide). Yields the product C1(=C(C=CC=C1)OC1=CC=C(C#N)C=C1)OC1=CC=C(C#N)C=C1 (4,4'-(o-phenylenedioxy)dibenzonitrile). As a reaction SMILES: [C:1]1([C:3](=[CH:5][CH:6]=[CH:7][CH:8]=1)[OH:4])O.[N+]([C:12]1[CH:19]=[CH:18][C:15]([C:16]#[N:17])=[CH:14][CH:13]=1)([O-])=O.[C:20](=[O:23])([O-])[O-].[K+].[K+]>CS(C)=O>[C:5]1([O:23][C:20]2[CH:19]=[CH:18][C:15]([C:16]#[N:17])=[CH:14][CH:13]=2)[CH:6]=[CH:7][CH:8]=[CH:1][C:3]=1[O:4][C:12]1[CH:19]=[CH:18][C:15]([C:16]#[N:17])=[CH:14][CH:13]=1 |f:2.3.4|. Procedure: 4,4'-(o-phenylenedioxy)dibenzonitrile was prepared from catechol (11.0 g., 0.100 mol.), 4-nitrobenzonitrile (32.56 g., 0.220 mol.), and anhydrous potassium carbonate (82.8 g., 0.600 mol.) in 300 mL of anhydrous dimethyl sulfoxide 80° C. for 20 h. It was obtained as white crystals, m.p. 117°-118° C., after recrystallization from isopropanol and heptane. IR spectrum (KBr pellet, cm-): 3100, 3065 (aromatic C-H), 2232 (C≡N), 1584, 1497 (aromatic C=C), 1270 (arylether). Reactants: C(C)C=1C=CC2=C(C=CC3=C(N=C(O3)C)C2C=2C(NC(NC2)=O)=O)C1 ((±)-5-(7-Ethyl-2-methyl-4H-benzo[5,6]cyclohepta[1,2-d]oxazol-4-yl)-2,4(1H,3H)-pyrimidinedione), C([O-])([O-])=O.[Cs+].[Cs+] (cesium carbonate), Cl.ClCC=1C=C(C(=O)OCC)C=C(C1)CN1C=NC=C1 (3-Chloromethyl-5-(imidazol-1-ylmethyl)benzoic acid, ethyl ester hydrochloride). Run in CS(=O)C (dimethylsulphoxide), CS(=O)C (dimethylsulphoxide). Product: C(C)C=1C=CC2=C(C=CC3=C(N=C(O3)C)C2C=2C(NC(N(C2)CC=2C=C(C(=O)OCC)C=C(C2)CN2C=NC=C2)=O)=O)C1 ((±)-3-[[5-(7-Ethyl-2-methyl-4H-benzo[5,6]cyclohepta[1,2-d]oxazol-4-yl)-3,4-dihydro-2,4-dioxo-1(2H)-pyrimidinyl]methyl]-5-[imidazol-1-ylmethyl]benzoic acid, ethyl ester). RXN SMILES: [CH2:1]([C:3]1[CH:4]=[CH:5][C:6]2[CH:16]([C:17]3[C:18](=[O:24])[NH:19][C:20](=[O:23])[NH:21][CH:22]=3)[C:11]3[N:12]=[C:13]([CH3:15])[O:14][C:10]=3[CH:9]=[CH:8][C:7]=2[CH:25]=1)[CH3:2].C(=O)([O-])[O-].[Cs+].[Cs+].Cl.Cl[CH2:34][C:35]1[CH:36]=[C:37]([CH:43]=[C:44]([CH2:46][N:47]2[CH:51]=[CH:50][N:49]=[CH:48]2)[CH:45]=1)[C:38]([O:40][CH2:41][CH3:42])=[O:39]>CS(C)=O>[CH2:1]([C:3]1[CH:4]=[CH:5][C:6]2[CH:16]([C:17]3[C:18](=[O:24])[NH:19][C:20](=[O:23])[N:21]([CH2:34][C:35]4[CH:36]=[C:37]([CH:43]=[C:44]([CH2:46][N:47]5[CH:51]=[CH:50][N:49]=[CH:48]5)[CH:45]=4)[C:38]([O:40][CH2:41][CH3:42])=[O:39])[CH:22]=3)[C:11]3[N:12]=[C:13]([CH3:15])[O:14][C:10]=3[CH:9]=[CH:8][C:7]=2[CH:25]=1)[CH3:2] |f:1.2.3,4.5|. Procedure: A solution of the product of example 3 step (vii) (2.5 g) in dry dimethylsulphoxide (30 ml) was treated with cesium carbonate (10 g) with stirring. After 20 min a solution of the product of step (ii) (1.5 g) in dimethylsulphoxide (10 ml) was added dropwise over 2 min. After 1.5 hours the reaction mixture was quenched with saturated brine and the product extracted into ethyl acetate. The organic phase was dried (MgSO4) and the solvent was evaporated under reduced pressure to leave a brown gum. Co... Starting materials: C(C)(C)N(C(=O)N1C=NC=C1)C (N-isopropyl-N-methyl-1H-imidazole-1-carboxamide), C(C)#N (acetonitrile), IC (iodomethane). Reaction conditions: time 8 hour. Product: [I-].C(C)(C)N(C(=O)N1C=[N+](C=C1)C)C (1-(isopropyl(methyl)carbamoyl)3-methyl-1H-imidazol-3-ium iodide). As a reaction SMILES: [CH:1]([N:4]([CH3:12])[C:5]([N:7]1[CH:11]=[CH:10][N:9]=[CH:8]1)=[O:6])([CH3:3])[CH3:2].[C:13](#N)C.[I:16]C>>[I-:16].[CH:1]([N:4]([CH3:12])[C:5]([N:7]1[CH:11]=[CH:10][N+:9]([CH3:13])=[CH:8]1)=[O:6])([CH3:3])[CH3:2] |f:3.4|. Procedure details: To a 50 mL round-bottomed flask was added N-isopropyl-N-methyl-1H-imidazole-1-carboxamide (0.550 g, 3.29 mmol), acetonitrile (29 mL, 3.29 mmol), iodomethane (0.817 mL, 13.16 mmol). The resulting solution was stirred at room temperature overnight. The solvent was removed under vacuum to afford 1-(isopropyl(methyl)carbamoyl)3-methyl-1H-imidazol-3-ium iodide.